This data is from the Open Reaction Database (ORD), a public repository of structured organic reaction records. The task is: describe an organic reaction: reactants, conditions, products, and yield Reactants: C(C)(=O)O[C@@H]1[C@@H]([C@@H](OC(C)=O)[C@@H]([C@H](O1)COC(C1=CC=CC=C1)(C1=CC=CC=C1)C1=CC=CC=C1)F)NC(C)=O (1,3-di-O-acetyl-2-acetamido-2,4-dideoxy-4-fluoro-6-O-trityl-α-D-glucopyranose). Run in C(C)(=O)O (acetic acid). Run at temperature 50 celsius, time 3 hour. Product: C(C)(=O)OC1[C@@H]([C@@H](OC(C)=O)[C@@H]([C@H](O1)CO)F)NC(C)=O (1,3-di-O-acetyl-2-acetamido-2,4-dideoxy-4-fluoro-D-glucopyranose). Yield: 84.8%. As a reaction SMILES: [C:1]([O:4][C@H:5]1[O:14][C@H:13]([CH2:15][O:16]C(C2C=CC=CC=2)(C2C=CC=CC=2)C2C=CC=CC=2)[C@@H:12]([F:36])[C@H:7]([O:8][C:9](=[O:11])[CH3:10])[C@H:6]1[NH:37][C:38](=[O:40])[CH3:39])(=[O:3])[CH3:2]>C(O)(=O)C>[C:1]([O:4][CH:5]1[O:14][C@H:13]([CH2:15][OH:16])[C@@H:12]([F:36])[C@H:7]([O:8][C:9](=[O:11])[CH3:10])[C@H:6]1[NH:37][C:38](=[O:40])[CH3:39])(=[O:3])[CH3:2]. Procedure details: The compound (13) (10.864 g) was dissolved in an aqueous 90% acetic acid (330 ml) and the solution was stirred at 50° C. for 3 hours. After the completion of the reaction, the solution was concentrated. The residue was dissolved in ethanol to deposit triphenylcarbinol, and the mixture was filtered and concentrated again to obtain a syrup. The syrup was purified by a column chromatography [chloroform/methanol (100:1)] using Wako gel C-200 to give 5.150 g of the compound (14) (yield: 91.5%). Reactants: NC1=C(C=C(OC2=C(C(=NC=C2)N)[N+](=O)[O-])C=C1)C (4-(4-amino-3-methylphenoxy)-3-nitropyridin-2-amine), ClC1=C(C=C(C=C1)N=C=O)C(F)(F)F (4-chloro-3-trifluoromethyl-phenyl isocyanate). The product is NC1=NC=CC(=C1[N+](=O)[O-])OC1=CC(=C(C=C1)NC(=O)NC1=CC(=C(C=C1)Cl)C(F)(F)F)C (1-(4-(2-amino-3-nitropyridin-4-yl-oxy)-2-methylphenyl)-3-(4-chloro-3-(trifluoromethyl)phenyl)urea). Reaction SMILES: [NH2:1][C:2]1[CH:18]=[CH:17][C:5]([O:6][C:7]2[CH:12]=[CH:11][N:10]=[C:9]([NH2:13])[C:8]=2[N+:14]([O-:16])=[O:15])=[CH:4][C:3]=1[CH3:19].[Cl:20][C:21]1[CH:26]=[CH:25][C:24]([N:27]=[C:28]=[O:29])=[CH:23][C:22]=1[C:30]([F:33])([F:32])[F:31]>>[NH2:13][C:9]1[C:8]([N+:14]([O-:16])=[O:15])=[C:7]([O:6][C:5]2[CH:17]=[CH:18][C:2]([NH:1][C:28]([NH:27][C:24]3[CH:25]=[CH:26][C:21]([Cl:20])=[C:22]([C:30]([F:32])([F:31])[F:33])[CH:23]=3)=[O:29])=[C:3]([CH3:19])[CH:4]=2)[CH:12]=[CH:11][N:10]=1. Procedure: Method H3 was used with 4-(4-amino-3-methylphenoxy)-3-nitropyridin-2-amine and 4-chloro-3-trifluoromethyl-phenyl isocyanate to afford the title compound (582 mg, 78%. 1H-NMR (δ, ppm, DMSO-d6): 2.25 (s, 3H, CH3), 5.95 (d, 1H, HPy,5, J=5.7 Hz), 6.96 (m, 2H, Harom), 7.02 (m, 1H, Harom), 7.12 (s, 2H, NH2,Py), 7.48-7.68 (m, 2H, Harom), 7.73 (d, 1H, Harom), 7.95 (d, 1H, HPy,6, J=5.7 Hz), 8.13 (m, 1H, Harom), 8.65 (s, 1H, NHurea1), 9.99 (s, 1H, NHurea3). LC-MS (m/z): 482 (M+H, 100). The reactants are [OH-].[K+] (potassium hydroxide), C1(=CC=CC=C1)N1CCN(CC1)CCCN (3-(4-phenyl-1-piperazinyl)propylamine), CO (methanol), C(=S)=S (carbon disulfide). Reaction conditions: time 3 hour. Product: C1(=CC=CC=C1)N1CCN(CC1)CCCNC(SC)=S (methyl N-[3-(4-phenyl-1-piperazinyl)propyl]dithiocarbamate). RXN SMILES: [OH-].[K+].[C:3]1([N:9]2[CH2:14][CH2:13][N:12]([CH2:15][CH2:16][CH2:17][NH2:18])[CH2:11][CH2:10]2)[CH:8]=[CH:7][CH:6]=[CH:5][CH:4]=1.[C:19](=[S:21])=[S:20].[CH3:22]O>>[C:3]1([N:9]2[CH2:10][CH2:11][N:12]([CH2:15][CH2:16][CH2:17][NH:18][C:19](=[S:21])[S:20][CH3:22])[CH2:13][CH2:14]2)[CH:4]=[CH:5][CH:6]=[CH:7][CH:8]=1 |f:0.1|. Reported procedure: To a solution of potassium hydroxide (2.85 g) in methanol (25 ml) was added 3-(4-phenyl-1-piperazinyl)propylamine (11.1 g) and thereto was added carbon disulfide (3.85 g) under ice cooling over a period of 10 minutes. The resulting mixture was stirred for 3 hours under ice cooling. The reaction mixture was evaporated under reduced pressure. The residual oil was dissolved in water (40 ml) and washed with diethyl ether. The washed aqueous layer was ice-cooled and thereto was added methyl iodide (7... As a reaction SMILES: [C:1]([CH3:2])([CH3:3])([CH3:4])[O:5][C:6]([c:7]1[cH:8][c:9]([CH2:22][CH3:23])[c:10]([O:14][CH2:15][c:16]2[cH:17][cH:18][cH:19][cH:20][cH:21]2)[c:11]([CH3:13])[cH:12]1)=[O:24].[CH2:25]1[O:26][CH2:27][CH2:28][CH2:29]1.[CH3:30][CH2:31][OH:32]>>[C:1]([CH3:2])([CH3:3])([CH3:4])[O:5][C:6]([c:7]1[cH:8][c:9]([CH2:22][CH3:23])[c:10]([OH:14])[c:11]([CH3:13])[cH:12]1)=[O:24]. Reactants: CCc1cc(C(=O)OC(C)(C)C)cc(C)c1OCc1ccccc1, C1CCOC1, CCO. Yields the product CCc1cc(C(=O)OC(C)(C)C)cc(C)c1O. The reactants are N1N=NN=C1C1=CN=C2N(C1=O)C=CC=C2 (3-(1H-tetrazol-5-yl)-4-oxo-4H-pyrido[1,2-a]pyrimidine), C([O-])([O-])=O.[K+].[K+] (potassium carbonate), C(CC)Br (propyl bromide). The solvent is CN(C=O)C (dimethylformamide). Conditions: temperature 90 celsius, time 1 hour. Product: C(CC)N1N=C(N=N1)C1=CN=C2N(C1=O)C=CC=C2 (3-(2-propyl-2H-tetrazol-5-yl)-4-oxo-4H-pyrido[1,2 -a]pyrimidine). Yield: 31.3%. RXN SMILES: [NH:1]1[C:5]([C:6]2[C:11](=[O:12])[N:10]3[CH:13]=[CH:14][CH:15]=[CH:16][C:9]3=[N:8][CH:7]=2)=[N:4][N:3]=[N:2]1.C(=O)([O-])[O-].[K+].[K+].[CH2:23](Br)[CH2:24][CH3:25]>CN(C)C=O>[CH2:23]([N:3]1[N:2]=[N:1][C:5]([C:6]2[C:11](=[O:12])[N:10]3[CH:13]=[CH:14][CH:15]=[CH:16][C:9]3=[N:8][CH:7]=2)=[N:4]1)[CH2:24][CH3:25] |f:1.2.3|. Procedure: A mixture of 0.4 g (0.00187 moles) of 3-(1H-tetrazol-5-yl)-4-oxo-4H-pyrido[1,2-a]pyrimidine, 15 ml of dimethylformamide, 0.25 g (0.00187 moles) of anhydrous potassium carbonate and 0.34 ml (0.00374 moles) of propyl bromide was stirred at 90° C. for 1 hour. The hot dark brown solution was filtered, and the filtrate was evaporated. The dark brown oily residue, which is the mixture of the title compounds, started to crystallize. To the oily crystals 10 ml of ethanol were added, and the crystals wer... Reactants: ClCCC1=C(N=C2N(C1=O)C=CC=C2)C (3-(2-chloroethyl)-2-methyl-4H-pyrido-[1,2-a]pyrimidin-4-one), FC1=CC2=C(C(=NO2)C2CCNCC2)C=C1 (6-fluoro-3-(4-piperidinyl)-1,2-benzisoxazole), C([O-])([O-])=O.[Na+].[Na+] (sodium carbonate), [I-].[K+] (potassium iodide). Solvent: CC(CC(C)=O)C (4-methyl-2-pentanone), O (water). Product: FC1=CC2=C(C(=NO2)C2CCN(CC2)CCC2=C(N=C3N(C2=O)C=CC=C3)C)C=C1 (3-[2-[4-(6-fluoro-1,2-benzisoxazol-3-yl)-1-piperidinyl]ethyl]-2-methyl-4H-pyrido[1,2-a]pyrimidin-4-one). Yield: 19.0%. RXN SMILES: Cl[CH2:2][CH2:3][C:4]1[C:9](=[O:10])[N:8]2[CH:11]=[CH:12][CH:13]=[CH:14][C:7]2=[N:6][C:5]=1[CH3:15].[F:16][C:17]1[CH:31]=[CH:30][C:20]2[C:21]([CH:24]3[CH2:29][CH2:28][NH:27][CH2:26][CH2:25]3)=[N:22][O:23][C:19]=2[CH:18]=1.C(=O)([O-])[O-].[Na+].[Na+].[I-].[K+]>O.CC(C)CC(=O)C>[F:16][C:17]1[CH:31]=[CH:30][C:20]2[C:21]([CH:24]3[CH2:25][CH2:26][N:27]([CH2:2][CH2:3][C:4]4[C:9](=[O:10])[N:8]5[CH:11]=[CH:12][CH:13]=[CH:14][C:7]5=[N:6][C:5]=4[CH3:15])[CH2:28][CH2:29]3)=[N:22][O:23][C:19]=2[CH:18]=1 |f:2.3.4,5.6|. Procedure: A mixture of 3.3 parts of 3-(2-chloroethyl)-2-methyl-4H-pyrido-[1,2-a]pyrimidin-4-one, 3.3 parts of 6-fluoro-3-(4-piperidinyl)-1,2-benzisoxazole, 8 parts of sodium carbonate, 1 part of potassium iodide and 120 parts of 4-methyl-2-pentanone was stirred and refluxed for 3 hours. The reaction mixture was cooled, water was added and the layers were separated. The organic phase was dried, filtered and evaporated. The residue was purified by column chromatography over silica gel using a mixture of tri... Yields the product COc1ccc2c(c1)C(O)=C(C(=O)NCC(=O)OC(C)(C)C)C(=O)C21CCOCC1. Reaction SMILES: [CH2:35]([N:36]([CH:37]([CH3:38])[CH3:39])[CH:40]([CH3:41])[CH3:42])[CH3:43].[ClH:25].[NH2:26][CH2:27][C:28](=[O:29])[O:30][C:31]([CH3:32])([CH3:33])[CH3:34].[O:44]1[CH2:45][CH2:46][O:47][CH2:48][CH2:49]1.[OH:1][C:2]1=[C:3]([C:20](=[O:21])[O:22][CH2:23][CH3:24])[C:4](=[O:19])[C:5]2([c:6]3[cH:7][cH:8][c:9]([O:12][CH3:13])[cH:10][c:11]31)[CH2:14][CH2:15][O:16][CH2:17][CH2:18]2>>[OH:1][C:2]1=[C:3]([C:20](=[O:21])[NH:26][CH2:27][C:28](=[O:29])[O:30][C:31]([CH3:32])([CH3:33])[CH3:34])[C:4](=[O:19])[C:5]2([c:6]3[cH:7][cH:8][c:9]([O:12][CH3:13])[cH:10][c:11]31)[CH2:14][CH2:15][O:16][CH2:17][CH2:18]2. Starting materials: CCN(C(C)C)C(C)C, Cl, CC(C)(C)OC(=O)CN, C1COCCO1, CCOC(=O)C1=C(O)c2cc(OC)ccc2C2(CCOCC2)C1=O.